Dataset: the Open Reaction Database (ORD), a public repository of structured organic reaction records. Task: describe an organic reaction: reactants, conditions, products, and yield Starting materials: NC1=CC2=C(NC(CCC2(C)C)=O)C=C1 (7-amino-5,5-dimethyl-1,3,4,5-tetrahydro-benzo[b]azepin-2-one), ClC1=NC=C(C(=N1)NC1=C(C(=O)NCC)C=CC=C1F)Cl (2-(2,5-dichloro-pyrimidin-4-ylamino)-N-ethyl-3-fluoro-benzamide). Product: ClC=1C(=NC(=NC1)NC1=CC2=C(NC(CCC2(C)C)=O)C=C1)NC1=C(C(=O)NCC)C=CC=C1F (2-[5-Chloro-2-(5,5-dimethyl-2-oxo-2,3,4,5-tetrahydro-1H-benzo[b]azepin-7-ylamino)-pyrimidin-4-ylamino]-N-ethyl-3-fluoro-benzamide), foam. Isolated yield 51.0%. Reaction SMILES: [NH2:1][C:2]1[CH:15]=[CH:14][C:5]2[NH:6][C:7](=[O:13])[CH2:8][CH2:9][C:10]([CH3:12])([CH3:11])[C:4]=2[CH:3]=1.Cl[C:17]1[N:22]=[C:21]([NH:23][C:24]2[C:34]([F:35])=[CH:33][CH:32]=[CH:31][C:25]=2[C:26]([NH:28][CH2:29][CH3:30])=[O:27])[C:20]([Cl:36])=[CH:19][N:18]=1>>[Cl:36][C:20]1[C:21]([NH:23][C:24]2[C:34]([F:35])=[CH:33][CH:32]=[CH:31][C:25]=2[C:26]([NH:28][CH2:29][CH3:30])=[O:27])=[N:22][C:17]([NH:1][C:2]2[CH:15]=[CH:14][C:5]3[NH:6][C:7](=[O:13])[CH2:8][CH2:9][C:10]([CH3:12])([CH3:11])[C:4]=3[CH:3]=2)=[N:18][CH:19]=1. Procedure details: 2-[5-Chloro-2-(5,5-dimethyl-2-oxo-2,3,4,5-tetrahydro-1H-benzo[b]azepin-7-ylamino)-pyrimidin-4-ylamino]-N-ethyl-3-fluoro-benzamide was prepared from 7-amino-5,5-dimethyl-1,3,4,5-tetrahydro-benzo[b]azepin-2-one and 2-(2,5-dichloro-pyrimidin-4-ylamino)-N-ethyl-3-fluoro-benzamide in an analogous manner to Example 308c. Product isolated as a yellow foam (213 mg, 51%). LCMS (m/e) 497 (M+H); 1H-NMR (CDCl3, 400 MHz) δ 8.73 (s, 1H), 8.10 (s, 1H), 7.56 (d, 1H, J=8.5 Hz), 7.40-7.35 (m, 1H), 7.34-7.25 (m, 2... The reactants are O=C1CCC(=O)N1Br, CC(=O)O, Nc1nc2c(ncn2Cc2ccc(Cl)cc2)c(=O)[nH]1, O. Yields the product Nc1nc2c(nc(Br)n2Cc2ccc(Cl)cc2)c(=O)[nH]1. Reaction SMILES: [Br:1][N:2]1[C:3](=[O:4])[CH2:5][CH2:6][C:7]1=[O:8].[CH3:29][C:30](=[O:31])[OH:32].[Cl:9][c:10]1[cH:11][cH:12][c:13]([CH2:16][n:17]2[c:18]3[n:19][c:20]([NH2:27])[nH:21][c:22](=[O:26])[c:23]3[n:24][cH:25]2)[cH:14][cH:15]1.[OH2:28]>>[Br:1][c:25]1[n:17]([CH2:16][c:13]2[cH:12][cH:11][c:10]([Cl:9])[cH:15][cH:14]2)[c:18]2[n:19][c:20]([NH2:27])[nH:21][c:22](=[O:26])[c:23]2[n:24]1. Reactants: C(C)C=1N=C(C2=C(N1)C=CS2)C(=O)C=2SC=CC2 (2-ethylthieno[3,2-d]pyrimidin-4-yl 2-thienylmethanone), NaBH. Run in CO (MeOH). Run at time 1.5 hour. Product: C(C)C=1N=C(C2=C(N1)C=CS2)C(O)C=2SC=CC2 (2-Ethyl-α-(2-thienyl)thieno[3,2-d]pyrimidine-4-methanol). Isolated yield 65.7%. As a reaction SMILES: [CH2:1]([C:3]1[N:4]=[C:5]([C:12]([C:14]2[S:15][CH:16]=[CH:17][CH:18]=2)=[O:13])[C:6]2[S:11][CH:10]=[CH:9][C:7]=2[N:8]=1)[CH3:2]>CO>[CH2:1]([C:3]1[N:4]=[C:5]([CH:12]([C:14]2[S:15][CH:16]=[CH:17][CH:18]=2)[OH:13])[C:6]2[S:11][CH:10]=[CH:9][C:7]=2[N:8]=1)[CH3:2]. Procedure details: A solution of 2-ethylthieno[3,2-d]pyrimidin-4-yl 2-thienylmethanone (170 mg, 0.6 mmol) in MeOH (10 mL) at room temperature was treated with NaBH (26 mg, 0.7 mmol), stirred for 1.5 h, concentrated in vacuo, treated with water (10 mL), extracted with EtOAc (2×10 mL) and purified by chromatography [SiO2; EtOAc] to give the title compound (109 mg, 64 %) as a pale yellow solid. Reactants: C1(=CC=CC=C1)C=1N=C2N(CC(N[C@H]2CC2=CC=CC=C2)C2=CC=CC=C2)C1 (5,6,7,8-tetrahydro-2,6-diphenyl-8(S)-phenylmethyl-imidazo[1,2-a]pyrazine), COCC(=O)Cl (methoxyacetylchloride). Solvent: C(Cl)(Cl)Cl (chloroform), C(Cl)(Cl)Cl (chloroform). Conditions: time 2 hour. Product: COCC(=O)N1[C@H](C=2N(CC1C1=CC=CC=C1)C=C(N2)C2=CC=CC=C2)CC2=CC=CC=C2 (5,6,7,8-Tetrahydro-7-(methoxymethylcarbonyl)-2,6-diphenyl-8(S)-phenylmethyl-imidazo[1,2-a]pyrazine). Yield: 68.0%. Reaction SMILES: [C:1]1([C:7]2[N:8]=[C:9]3[C@H:14]([CH2:15][C:16]4[CH:21]=[CH:20][CH:19]=[CH:18][CH:17]=4)[NH:13][CH:12]([C:22]4[CH:27]=[CH:26][CH:25]=[CH:24][CH:23]=4)[CH2:11][N:10]3[CH:28]=2)[CH:6]=[CH:5][CH:4]=[CH:3][CH:2]=1.[CH3:29][O:30][CH2:31][C:32](Cl)=[O:33]>C(Cl)(Cl)Cl>[CH3:29][O:30][CH2:31][C:32]([N:13]1[CH:12]([C:22]2[CH:23]=[CH:24][CH:25]=[CH:26][CH:27]=2)[CH2:11][N:10]2[CH:28]=[C:7]([C:1]3[CH:2]=[CH:3][CH:4]=[CH:5][CH:6]=3)[N:8]=[C:9]2[C@@H:14]1[CH2:15][C:16]1[CH:21]=[CH:20][CH:19]=[CH:18][CH:17]=1)=[O:33]. Reported procedure: To a solution of 5,6,7,8-tetrahydro-2,6-diphenyl-8(S)-phenylmethyl-imidazo[1,2-a]pyrazine (29 mg) in chloroform were successively added morpholinomethylpolystyrene resin (Novabiochem, loading=3.51 mmol/g, 50 mg, 2 eq) and methoxyacetylchloride (10 mL, 1.3 eq). After about 3 hours of stirring at about 20° C. chloroform was added to the mixture followed by aminomethylpolystyrene resin (Novabiochem, loading=1.2 mmol/g, 132 mg, 2 eq). The reaction mixture was stirred for another 2 hours and then fil... The reactants are C(#N)[BH3-] (cyanoborohydride), FC(C=1C=C(C=CC1)C#CC1=C(N=C2N1C=CC=C2)CN)(F)F ((3-((3-(trifluoromethyl)phenyl)ethynyl) imidazo[1,2-a]pyridin-2-yl) methanamine), O.O=CC(=O)O (2-oxoacetic acid hydrate). Solvent: ClCCl (dichloromethane), CO (methanol). Run at time 10 minute. Product: FC(C=1C=C(C=CC1)C#CC1=C(N=C2N1C=CC=C2)CNCC(=O)O)(F)F (2-(((3-((3-(trifluoromethyl)phenyl)ethynyl) imidazo[1,2-a]pyridin-2-yl)methyl)amino) acetic acid). Yield: 22.0%. RXN SMILES: C([BH3-])#N.[F:4][C:5]([F:26])([F:25])[C:6]1[CH:7]=[C:8]([C:12]#[C:13][C:14]2[N:18]3[CH:19]=[CH:20][CH:21]=[CH:22][C:17]3=[N:16][C:15]=2[CH2:23][NH2:24])[CH:9]=[CH:10][CH:11]=1.O.O=[CH:29][C:30]([OH:32])=[O:31]>ClCCl.CO>[F:26][C:5]([F:4])([F:25])[C:6]1[CH:7]=[C:8]([C:12]#[C:13][C:14]2[N:18]3[CH:19]=[CH:20][CH:21]=[CH:22][C:17]3=[N:16][C:15]=2[CH2:23][NH:24][CH2:29][C:30]([OH:32])=[O:31])[CH:9]=[CH:10][CH:11]=1 |f:2.3|. Procedure: In a reactor equipped with a filter and an emptying system and placed on a vortex, were introduced 0.33 g (0.656 mmol) of cyanoborohydride resin. The resin was swelled in 3 ml of dichloromethane, the mixture was stirred at r.t. for 10 min and then dichloromethane was removed by filtration. The operation was repeated a second time and then a mixture of 0.2 g of (3-((3-(trifluoromethyl)phenyl)ethynyl) imidazo[1,2-a]pyridin-2-yl) methanamine and 0.055 g (0.596 mmol) of 2-oxoacetic acid hydrate solu... Starting materials: NC=1C=C(C=CC1)C1=CC(OC2=CC(=C(C(=C12)C)Br)C)=O (4-(3-Aminophenyl)-6-bromo-5,7-dimethyl-2H-chromen-2-one), BrCC1=CC=C(C=C1)B(O)O (4-(bromomethyl)phenylboronic acid), N1CCOCC1 (morpholine), C(=O)([O-])[O-].[K+].[K+] (K2CO3). The reagents and catalysts are [CH-]1C=CC(=C1)P(C2=CC=CC=C2)C3=CC=CC=C3.[CH-]1C=CC(=C1)P(C2=CC=CC=C2)C3=CC=CC=C3.Cl[Pd]Cl.[Fe+2] (dichloro(1,1′-bis(diphenylphosphino)ferrocene)palladium(II)-dichloromethane adduct). Solvent: O (water), CCOC(=O)C (EtOAc), O1CCOCC1 (1,4-dioxane), O (water). Reaction conditions: temperature 130 celsius. The product is NC=1C=C(C=CC1)C1=CC(OC2=CC(=C(C(=C12)C)C1=CC=C(C=C1)CN1CCOCC1)C)=O (4-(3-Aminophenyl)-5,7-dimethyl-6-(4-(morpholinomethyl)phenyl)-2H-chromen-2-one). Yield: 74.6%. RXN SMILES: [NH2:1][C:2]1[CH:3]=[C:4]([C:8]2[C:17]3[C:12](=[CH:13][C:14]([CH3:20])=[C:15](Br)[C:16]=3[CH3:18])[O:11][C:10](=[O:21])[CH:9]=2)[CH:5]=[CH:6][CH:7]=1.Br[CH2:23][C:24]1[CH:29]=[CH:28][C:27](B(O)O)=[CH:26][CH:25]=1.[NH:33]1[CH2:38][CH2:37][O:36][CH2:35][CH2:34]1.C([O-])([O-])=O.[K+].[K+]>[CH-]1C=C(P(C2C=CC=CC=2)C2C=CC=CC=2)C=C1.[CH-]1C=C(P(C2C=CC=CC=2)C2C=CC=CC=2)C=C1.Cl[Pd]Cl.[Fe+2].O.CCOC(C)=O.O1CCOCC1>[NH2:1][C:2]1[CH:3]=[C:4]([C:8]2[C:17]3[C:12](=[CH:13][C:14]([CH3:20])=[C:15]([C:27]4[CH:28]=[CH:29][C:24]([CH2:23][N:33]5[CH2:38][CH2:37][O:36][CH2:35][CH2:34]5)=[CH:25][CH:26]=4)[C:16]=3[CH3:18])[O:11][C:10](=[O:21])[CH:9]=2)[CH:5]=[CH:6][CH:7]=1 |f:3.4.5,6.7.8.9|. Procedure: A mixture of 4-(3-aminophenyl)-6-bromo-5,7-dimethyl-2H-chromen-2-one (6-4) (25 mg, 0.073 mmol), 4-(bromomethyl)phenylboronic acid (24 mg, 0.11 mmol), morpholine (30 μL, 0.35 mmol), K2CO3 (18 mg, 0.13 mmol), dichloro(1,1′-bis(diphenylphosphino)ferrocene)palladium(II)-dichloromethane adduct (6 mg, 0.007 mmol), water (0.3 mL) and 1,4-dioxane (2.7 mL) was heated in a sealed vial in a microwave reactor at 130° C. for 30 min. To the mixture was added EtOAc and water, and extracted with EtOAc. The orga...